This data is from the Open Reaction Database (ORD), a public repository of structured organic reaction records. The task is: describe an organic reaction: reactants, conditions, products, and yield Reactants: C1(=C(C(=CC(=C1)C)C)[Mg]Br)C (2-mesitylmagnesium bromide), ice, C1=NC=CC2=CC=CC=C12 (isoquinoline), ClC(=O)OCC (ethyl chloroformate). Run in C1CCOC1 (THF), C1CCOC1 (THF). Reaction conditions: temperature 0 celsius, time 5 minute. Yields the product CC1=C(C(=CC(=C1)C)C)C1N(C=CC2=CC=CC=C12)C(=O)OCC (Ethyl 1-(2,4,6-trimethylphenyl)-1,2-dihydro-2-isoquinolinecarboxylate). Reaction SMILES: [C:1]1([CH3:11])[CH:6]=[C:5]([CH3:7])[CH:4]=[C:3]([CH3:8])[C:2]=1[Mg]Br.[CH:12]1[C:21]2[C:16](=[CH:17][CH:18]=[CH:19][CH:20]=2)[CH:15]=[CH:14][N:13]=1.Cl[C:23]([O:25][CH2:26][CH3:27])=[O:24]>C1COCC1>[CH3:11][C:1]1[CH:6]=[C:5]([CH3:7])[CH:4]=[C:3]([CH3:8])[C:2]=1[CH:12]1[C:21]2[C:16](=[CH:17][CH:18]=[CH:19][CH:20]=2)[CH:15]=[CH:14][N:13]1[C:23]([O:25][CH2:26][CH3:27])=[O:24]. Reported procedure: A solution of 2-mesitylmagnesium bromide in THF (1.0 M, 11 mL; 11 mmol) was added to an ice-cold solution of isoquinoline (1.3 g, 10 mmol) in THF (10 ml). After 5 minutes, ethyl chloroformate was added slowly dropwise and the mixture was further stirred at 0° C. for 10 min before quenched by saturated NH4CL solution. The mixture was poured into 0.5 N hydrochloric acid and extracted twice with ethyl ether. Combined organics were washed with brine, dried over Na2SO4, filtered, and concentrated in ... Procedure: Under a nitrogen atmosphere, 2.86 g of 2,2-dimethylpropanohydrazide was dissolved in tetrahydrofuran, and 2.78 g of chloroacetyl chloride was then added at 0° C. The mixture was stirred at room temperature for 18 hours. After aqueous saturated sodium hydrogen carbonate was added, the reaction mixture was extracted with ethyl acetate. The organic layer was washed with aqueous saturated sodium chloride, dried over anhydrous sodium sulfate and then concentrated under reduced pressure to obtain 2.58... Reactants: ClCC(=O)Cl (chloroacetyl chloride), CC(C(=O)NN)(C)C (2,2-dimethylpropanohydrazide), C(O)([O-])=O.[Na+] (sodium hydrogen carbonate). Conditions: time 18 hour. Isolated yield 54.4%. Product: ClCC(=O)NNC(C(C)(C)C)=O (N′-(chloroacetyl)-2,2-dimethylpropanohydrazide). Run in O1CCCC1 (tetrahydrofuran). As a reaction SMILES: [CH3:1][C:2]([CH3:8])([CH3:7])[C:3]([NH:5][NH2:6])=[O:4].[Cl:9][CH2:10][C:11](Cl)=[O:12].C(=O)([O-])O.[Na+]>O1CCCC1>[Cl:9][CH2:10][C:11]([NH:6][NH:5][C:3](=[O:4])[C:2]([CH3:8])([CH3:7])[CH3:1])=[O:12] |f:2.3|.